describe an organic reaction: reactants, conditions, products, and yield From a dataset of the Open Reaction Database (ORD), a public repository of structured organic reaction records. As a reaction SMILES: [CH2:1]([c:2]1[cH:3][cH:4][cH:5][cH:6][cH:7]1)[c:8]1[cH:9][n:10][c:11]2[c:12]([C:25]([F:26])([F:27])[F:28])[cH:13][cH:14][cH:15][c:16]2[c:17]1-[c:18]1[cH:19][c:20]([OH:24])[cH:21][cH:22][cH:23]1.[CH3:29][n:30]1[cH:31][cH:32][c:33]2[cH:34][cH:35][cH:36][c:37]([CH2:39][OH:40])[c:38]12>>[CH2:1]([c:2]1[cH:3][cH:4][cH:5][cH:6][cH:7]1)[c:8]1[cH:9][n:10][c:11]2[c:12]([C:25]([F:26])([F:27])[F:28])[cH:13][cH:14][cH:15][c:16]2[c:17]1-[c:18]1[cH:19][c:20]([O:24][CH2:39][c:37]2[cH:36][cH:35][cH:34][c:33]3[cH:32][cH:31][n:30]([CH3:29])[c:38]32)[cH:21][cH:22][cH:23]1. Starting materials: Oc1cccc(-c2c(Cc3ccccc3)cnc3c(C(F)(F)F)cccc23)c1, Cn1ccc2cccc(CO)c21. Product: Cn1ccc2cccc(COc3cccc(-c4c(Cc5ccccc5)cnc5c(C(F)(F)F)cccc45)c3)c21. Reactants: COC=1C=C2CCNC(C2=CC1OC)=O (6,7-dimethoxy-1-oxo-1,2,3,4-tetrahydro-isoquinoline), COC=1C=C(OCCCN2CC(CCCC2)CCl)C=CC1OC (N-[3-(3,4-dimethoxy-phenoxy)-propyl]-3-chloromethylhexahydro-azepine). The product is Cl.COC=1C=C(OCCCN2CC(CCCC2)CN2C(C3=CC(=C(C=C3CC2)OC)OC)=O)C=CC1OC (2-[(N-(3-(3,4-Dimethoxy-phenoxy)-propyl)-hexahydro-azepin-3-yl)-methyl]-6,7-dimethoxy-1-oxo-1,2,3,4-tetrahydro-isoquinolinehydrochloride). RXN SMILES: [CH3:1][O:2][C:3]1[CH:4]=[C:5]2[C:10](=[CH:11][C:12]=1[O:13][CH3:14])[C:9](=[O:15])[NH:8][CH2:7][CH2:6]2.[CH3:16][O:17][C:18]1[CH:19]=[C:20]([CH:34]=[CH:35][C:36]=1[O:37][CH3:38])[O:21][CH2:22][CH2:23][CH2:24][N:25]1[CH2:31][CH2:30][CH2:29][CH2:28][CH:27]([CH2:32][Cl:33])[CH2:26]1>>[ClH:33].[CH3:16][O:17][C:18]1[CH:19]=[C:20]([CH:34]=[CH:35][C:36]=1[O:37][CH3:38])[O:21][CH2:22][CH2:23][CH2:24][N:25]1[CH2:31][CH2:30][CH2:29][CH2:28][CH:27]([CH2:32][N:8]2[CH2:7][CH2:6][C:5]3[C:10](=[CH:11][C:12]([O:13][CH3:14])=[C:3]([O:2][CH3:1])[CH:4]=3)[C:9]2=[O:15])[CH2:26]1 |f:2.3|. Reported procedure: Prepared from 6,7-dimethoxy-1-oxo-1,2,3,4-tetrahydro-isoquinoline and N-[3-(3,4-dimethoxy-phenoxy)-propyl]-3-chloromethylhexahydro-azepine analogously to Example 2. As a reaction SMILES: [CH3:1]C(C)([O-])C.[K+].[I-].C[S+](C)(C)=O.[O:13]1[CH2:18][CH2:17][CH2:16][O:15][CH:14]1[C:19]1[CH:24]=[CH:23][C:22]([C:25]2[S:26][C:27]3[CH:33]=[C:32]([C:34]([C:36]4[CH:41]=[CH:40][CH:39]=[CH:38][N:37]=4)=[CH2:35])[CH:31]=[CH:30][C:28]=3[N:29]=2)=[C:21]([F:42])[CH:20]=1.CCOC(C)=O>CS(C)=O.C1COCC1>[O:15]1[CH2:16][CH2:17][CH2:18][O:13][CH:14]1[C:19]1[CH:24]=[CH:23][C:22]([C:25]2[S:26][C:27]3[CH:33]=[C:32]([C:34]4([C:36]5[CH:41]=[CH:40][CH:39]=[CH:38][N:37]=5)[CH2:1][CH2:35]4)[CH:31]=[CH:30][C:28]=3[N:29]=2)=[C:21]([F:42])[CH:20]=1 |f:0.1,2.3|. Starting materials: O1C(OCCC1)C1=CC(=C(C=C1)C=1SC2=C(N1)C=CC(=C2)C(=C)C2=NC=CC=C2)F (2-(4-(1,3-dioxan-2-yl)-2-fluorophenyl)-6-(1-(pyridine-2-yl)vinyl)-benzo[d]thiazole), CCOC(=O)C (EtOAc), CC(C)([O-])C.[K+] (Potassium t-butoxide), [I-].C[S+](=O)(C)C (trimethyl-sulfoxonium iodide), solution. Reaction conditions: time 10 minute. Run in C1CCOC1 (THF), CS(=O)C (DMSO). Product: O1C(OCCC1)C1=CC(=C(C=C1)C=1SC2=C(N1)C=CC(=C2)C2(CC2)C2=NC=CC=C2)F (2-(4-(1,3-dioxan-2-yl)-2-fluorophenyl)-6-(1-(pyridine-2-yl)-cyclopropyl)benzo[d]thiazole). Procedure details: Potassium t-butoxide (36 mg, 0.32 mmol) was added to a solution of trimethyl-sulfoxonium iodide (440 mg, 0.48 mmol) in DMSO to make a 1M solution of ylide. This reaction mixture was stirred for 10 min at RT, then a portion of it (0.64 mL, 0.64 mmol) was added to a solution of 2-(4-(1,3-dioxan-2-yl)-2-fluorophenyl)-6-(1-(pyridine-2-yl)vinyl)-benzo[d]thiazole (134 mg, 0.32 mmol) in THF (0.5 mL). The reaction mixture was stirred overnight, EtOAc was added, and the mixture was washed with water seve... Reactants: O=C([O-])[O-], CN(C)C=O, [Cl-], C#CCOc1cc(Cl)ncn1, [K+], [K+], [NH4+], Oc1cccc(Cl)c1. Yields the product C#CCOc1cc(Oc2cccc(Cl)c2)ncn1. RXN SMILES: [C:12](=[O:13])([O-:14])[O-:15].[CH3:28][N:29]([CH3:30])[CH:31]=[O:32].[Cl-:26].[Cl:1][c:2]1[n:3][cH:4][n:5][c:6]([O:8][CH2:9][C:10]#[CH:11])[cH:7]1.[K+:16].[K+:17].[NH4+:27].[OH:18][c:19]1[cH:20][cH:21][cH:22][c:23]([Cl:24])[cH:25]1>>[c:2]1([O:18][c:19]2[cH:20][cH:21][cH:22][c:23]([Cl:24])[cH:25]2)[n:3][cH:4][n:5][c:6]([O:8][CH2:9][C:10]#[CH:11])[cH:7]1.